Dataset: the Open Reaction Database (ORD), a public repository of structured organic reaction records. Task: describe an organic reaction: reactants, conditions, products, and yield The reactants are C(C)(C)(C)OC(=O)N[C@@H]1CC[C@H](CC1)C(=O)O (Trans-4-tert-butoxycarbonylamino-cyclohexanecarboxylic acid), C(#N)C1=CC=C(OC=2C=C(C=C(C2)O)N)C=C1 ([3-(4-cyano-phenoxy)-5-hydroxy-phenyl]-amine). The product is C(C)(C)(C)OC(N[C@@H]1CC[C@H](CC1)C(NC1=CC(=CC(=C1)O)OC1=CC=C(C=C1)C#N)=O)=O ({Trans-4-[3-(4-cyano-phenoxy)-5-hydroxy-phenylcarbamoyl]-cyclohexyl}-carbamic Acid Tert-butyl Ester). The yield is 74.8%. Reaction SMILES: [C:1]([O:5][C:6]([NH:8][C@H:9]1[CH2:14][CH2:13][C@H:12]([C:15]([OH:17])=O)[CH2:11][CH2:10]1)=[O:7])([CH3:4])([CH3:3])[CH3:2].[C:18]([C:20]1[CH:34]=[CH:33][C:23]([O:24][C:25]2[CH:26]=[C:27]([NH2:32])[CH:28]=[C:29]([OH:31])[CH:30]=2)=[CH:22][CH:21]=1)#[N:19]>>[C:1]([O:5][C:6](=[O:7])[NH:8][C@H:9]1[CH2:10][CH2:11][C@H:12]([C:15](=[O:17])[NH:32][C:27]2[CH:28]=[C:29]([OH:31])[CH:30]=[C:25]([O:24][C:23]3[CH:22]=[CH:21][C:20]([C:18]#[N:19])=[CH:34][CH:33]=3)[CH:26]=2)[CH2:13][CH2:14]1)([CH3:2])([CH3:3])[CH3:4]. Procedure details: Following the procedure of Example 9(e) Trans-4-tert-butoxycarbonylamino-cyclohexanecarboxylic acid 0.72 g (2.96 mmol) and [3-(4-cyano-phenoxy)-5-hydroxy-phenyl]-amine (0.67 g, 2.96 mmol) were used to afford 1.0 g of the required product. Percentage purity (LCMS): 73.5%, (M+1)=451.5+1. Starting materials: ClC=1C=C(N)C=CC1Cl (3,4-dichloroaniline), C12C(CCCCC1)O2 (cycloheptene oxide), Cl (HCl), ( 7 ). The product is Cl.ClC=1C=C(N[C@H]2[C@@H](CCCCC2)O)C=CC1Cl (trans-3,4-dichloro-N-(2-hydroxycycloheptyl)aniline, hydrochloride salt). As a reaction SMILES: [Cl:1][C:2]1[CH:3]=[C:4]([CH:6]=[CH:7][C:8]=1[Cl:9])[NH2:5].[CH:10]12[O:17][CH:11]1[CH2:12][CH2:13][CH2:14][CH2:15][CH2:16]2.Cl>>[ClH:1].[Cl:1][C:2]1[CH:3]=[C:4]([CH:6]=[CH:7][C:8]=1[Cl:9])[NH:5][C@@H:10]1[CH2:16][CH2:15][CH2:14][CH2:13][CH2:12][C@H:11]1[OH:17] |f:3.4|. Reported procedure: A solution of 3,4-dichloroaniline, cycloheptene oxide, and concentrated HCl (2 ml.) is heated at reflux temperature for seven (7) days. The unreacted epoxide is evaporated and the residue is treated with excess ethereal HCl, and a syrup results. This is washed with ether. The residue is crystallized and recrystallized from methanol/ether (1/5.5, v/v) to give trans-3,4-dichloro-N-(2-hydroxycycloheptyl)aniline, hydrochloride salt. Reactants: morpholino, COC([C@H](CC1=CC=C(C=C1)C1=CC=C(C=C1)C#N)NC(=O)C1N(CC=2C=C3O[C@H](C(N(C3=CC2C1)C)=O)C1=CC=C(C=C1)OCC1=CC(=C(C=C1)Cl)Cl)S(=O)(=O)C1=C(N=C(S1)NC(C)=O)C)=O ((S)-2-({(S)-6-(2-acetylamino-4-methyl-thiazole-5-sulfonyl)-3-[4-(3,4-dichloro-benzyloxy)-phenyl]-1-methyl-2-oxo-2,3,5,6,7,8-hexahydro-1H-4-oxa-1,6-diaza-anthracene-7-carbonyl}-amino)-3-(4′-cyano-biphenyl-4-yl)-propionic acid methyl ester), sulfonamide, C(#N)C1=CC=C(C=C1)C1=CC=C(C=C1)C[C@@H](C(=O)OC)NC(=O)C1N(CC=2C=C3O[C@H](C(N(C3=CC2C1)C)=O)C1=CC=C(C=C1)OCC1=CC(=C(C=C1)Cl)Cl)C(=O)O ((S)-7-[(S)-2-(4′-cyano-biphenyl-4-yl)-1-methoxycarbonyl-ethylcarbamoyl]-3-[4-(3,4-dichloro-benzyloxy)-phenyl]-1-methyl-2-oxo-1,2,3,5,7,8-hexahydro-4-oxa-1,6-diaza-anthracene-6-carboxylic acid), butyl ester. The product is COC([C@H](CC1=CC=C(C=C1)C1=CC=C(C=C1)C#N)NC(=O)C1N(CC=2C=C3O[C@H](C(N(C3=CC2C1)C)=O)C1=CC=C(C=C1)OCC1=CC(=C(C=C1)Cl)Cl)S(=O)(=O)C1=C(N=C(S1)N)C)=O ((S)-2-({(S)-6-(2-amino-4-methyl-thiazole-5-sulfonyl)-3-[4-(3,4-dichloro-benzyloxy)-phenyl]-1-methyl-2-oxo-2,3,5,6,7,8-hexahydro-1H-4-oxa-1,6-diaza-anthracene-7-carbonyl}-amino)-3-(4′-cyano-biphenyl-4-yl)-propionic acid methyl ester). RXN SMILES: C(C1C=CC(C2C=CC(C[C@H](NC(C3CC4C=C5C(O[C@@H](C6C=CC(OCC7C=CC(Cl)=C(Cl)C=7)=CC=6)C(=O)N5C)=CC=4CN3C(O)=O)=O)C(OC)=O)=CC=2)=CC=1)#N.[CH3:59][O:60][C:61](=[O:126])[C@@H:62]([NH:78][C:79]([CH:81]1[CH2:94][C:93]2[CH:92]=[C:91]3[C:86]([O:87][C@@H:88]([C:97]4[CH:102]=[CH:101][C:100]([O:103][CH2:104][C:105]5[CH:110]=[CH:109][C:108]([Cl:111])=[C:107]([Cl:112])[CH:106]=5)=[CH:99][CH:98]=4)[C:89](=[O:96])[N:90]3[CH3:95])=[CH:85][C:84]=2[CH2:83][N:82]1[S:113]([C:116]1[S:120][C:119]([NH:121]C(=O)C)=[N:118][C:117]=1[CH3:125])(=[O:115])=[O:114])=[O:80])[CH2:63][C:64]1[CH:69]=[CH:68][C:67]([C:70]2[CH:75]=[CH:74][C:73]([C:76]#[N:77])=[CH:72][CH:71]=2)=[CH:66][CH:65]=1>>[CH3:59][O:60][C:61](=[O:126])[C@@H:62]([NH:78][C:79]([CH:81]1[CH2:94][C:93]2[CH:92]=[C:91]3[C:86]([O:87][C@@H:88]([C:97]4[CH:98]=[CH:99][C:100]([O:103][CH2:104][C:105]5[CH:110]=[CH:109][C:108]([Cl:111])=[C:107]([Cl:112])[CH:106]=5)=[CH:101][CH:102]=4)[C:89](=[O:96])[N:90]3[CH3:95])=[CH:85][C:84]=2[CH2:83][N:82]1[S:113]([C:116]1[S:120][C:119]([NH2:121])=[N:118][C:117]=1[CH3:125])(=[O:115])=[O:114])=[O:80])[CH2:63][C:64]1[CH:65]=[CH:66][C:67]([C:70]2[CH:71]=[CH:72][C:73]([C:76]#[N:77])=[CH:74][CH:75]=2)=[CH:68][CH:69]=1. Procedure: (3R,7S)-3-[4-(3,4-Dichloro-benzyloxy)-phenyl]-1-methyl-2-oxo-1,2,3,5,7,8-hexahydro-4-oxa-1,6-diaza-anthracene-6,7-dicarboxylic acid 6-tent-butyl ester 7-methyl ester was hydrolyzed as described in general procedure B to furnish (S)-3-[4-(3,4-dichloro-benzyloxy)-phenyl]-1-methyl-2-oxo-1,2,3,5,7,8-hexahydro-4-oxa-1,6-diaza-anthracene-6,7-dicarboxylic acid 6-tent-butyl ester as a mixture of diastereomers (1:1) at the morpholino center. This mixture of acids was converted to (S)-7-[(S)-2-(4′-cyano-b... The reactants are N(=O)[O-].[Na+] (NaNO2), NC=1C=CC(=C(C(=O)O)C1)Br (5-amino-2-bromobenzoic acid), C(#N)[Cu] (CuCN), [C-]#N.[Na+] (NaCN). Solvent: O (water), Cl (HCl), O (water), Cl (HCl), O (water). Reaction conditions: temperature 60 celsius, time 20 minute. Product: BrC1=C(C(=O)O)C=C(C=C1)C#N (2-bromo-5-cyanobenzoic acid). Reaction SMILES: N([O-])=O.[Na+].N[C:6]1[CH:7]=[CH:8][C:9]([Br:15])=[C:10]([CH:14]=1)[C:11]([OH:13])=[O:12].[C:16]([Cu])#[N:17].[C-]#N.[Na+]>O.Cl>[Br:15][C:9]1[CH:8]=[CH:7][C:6]([C:16]#[N:17])=[CH:14][C:10]=1[C:11]([OH:13])=[O:12] |f:0.1,4.5|. Procedure: A solution of NaNO2 (0.29 g, 4.2 mmol) in water (1.6 mL) was added dropwise to a solution of 5-amino-2-bromobenzoic acid (0.86 g, 4 mmol) in HCl 2N (6 mL) and water (6 mL) at 0° C. during 15 minutes. The reaction mixture was stirred for 20 minutes and then added dropwise to a solution of CuCN (0.7 g, 8 mmol) and NaCN (0.4 g, 8 mmol) in water (5 mL) at 60° C.; the mixture was heated at 60° C. for further 15 minutes. After cooling at room temperature HCl (2N) was added and the product was extracte... Starting materials: COCCOC (1,2-dimethoxyethane), BrC1=CC=CC(=N1)C(=O)OCC (ethyl 6-bromopicolinate), C(C)(C)(C)OC(=O)NCC1=C(C=CC=C1)B(O)O (2-(tert-butoxycarbonylaminomethyl)phenylboronic acid), C([O-])([O-])=O.[Na+].[Na+] (sodium carbonate). The reagents and catalysts are C=1C=CC(=CC1)[P](C=2C=CC=CC2)(C=3C=CC=CC3)[Pd]([P](C=4C=CC=CC4)(C=5C=CC=CC5)C=6C=CC=CC6)([P](C=7C=CC=CC7)(C=8C=CC=CC8)C=9C=CC=CC9)[P](C=1C=CC=CC1)(C=1C=CC=CC1)C=1C=CC=CC1 (Pd(PPh3)4). The solvent is ClCCl (dichloromethane). Reaction conditions: time 10 minute. The product is C(C)(C)(C)OC(=O)NCC1=C(C=CC=C1)C1=CC=CC(=N1)C(=O)OCC (Ethyl 6-[2-(tert-butoxycarbonylaminomethyl)phenyl]pyridine-2-carboxylate). The yield is 71.7%. As a reaction SMILES: COCCOC.Br[C:8]1[N:13]=[C:12]([C:14]([O:16][CH2:17][CH3:18])=[O:15])[CH:11]=[CH:10][CH:9]=1.[C:19]([O:23][C:24]([NH:26][CH2:27][C:28]1[CH:33]=[CH:32][CH:31]=[CH:30][C:29]=1B(O)O)=[O:25])([CH3:22])([CH3:21])[CH3:20].C(=O)([O-])[O-].[Na+].[Na+]>ClCCl.C1C=CC([P]([Pd]([P](C2C=CC=CC=2)(C2C=CC=CC=2)C2C=CC=CC=2)([P](C2C=CC=CC=2)(C2C=CC=CC=2)C2C=CC=CC=2)[P](C2C=CC=CC=2)(C2C=CC=CC=2)C2C=CC=CC=2)(C2C=CC=CC=2)C2C=CC=CC=2)=CC=1>[C:19]([O:23][C:24]([NH:26][CH2:27][C:28]1[CH:33]=[CH:32][CH:31]=[CH:30][C:29]=1[C:8]1[N:13]=[C:12]([C:14]([O:16][CH2:17][CH3:18])=[O:15])[CH:11]=[CH:10][CH:9]=1)=[O:25])([CH3:22])([CH3:20])[CH3:21] |f:3.4.5,^1:49,51,70,89|. Reported procedure: 83 ml of 1,2-dimethoxyethane were aerated with argon, and 481 mg (0.41 mmol) of Pd(PPh3)4 and 1.9 g (8.3 mmol) of ethyl 6-bromopicolinate were added. After 10 min, 3.16 g (12.5 mmol) of 2-(tert-butoxycarbonylaminomethyl)phenylboronic acid and finally 8.3 ml of a 2M sodium carbonate solution were added. The mixture was heated to reflux under argon for 18 h, diluted with dichloromethane after cooling and washed with water. The organic phase was dried, concentrated and purified by chromatography on...